From a dataset of the Open Reaction Database (ORD), a public repository of structured organic reaction records. describe an organic reaction: reactants, conditions, products, and yield The reactants are C1CCOC1, CC(=O)[O-], CS(C)=O, Cl, Cc1cc(C=O)sc1C(=O)NCC(F)(F)F, NO, [Na+], O. Yields the product Cc1cc(C=NO)sc1C(=O)NCC(F)(F)F. Reaction SMILES: [CH2:25]1[O:26][CH2:27][CH2:28][CH2:29]1.[CH3:2][C:3](=[O:4])[O-:5].[CH3:31][S:32]([CH3:33])=[O:34].[ClH:6].[F:9][C:10]([CH2:11][NH:12][C:13](=[O:14])[c:15]1[s:16][c:17]([CH:21]=[O:22])[cH:18][c:19]1[CH3:20])([F:23])[F:24].[NH2:7][OH:8].[Na+:1].[OH2:30]>>[N:7]([OH:8])=[CH:21][c:17]1[s:16][c:15]([C:13]([NH:12][CH2:11][C:10]([F:9])([F:23])[F:24])=[O:14])[c:19]([CH3:20])[cH:18]1. Starting materials: CCS(=O)(=O)c1ccccc1, Cl, [K+], O=[N+]([O-])[O-]. The product is CCS(=O)(=O)c1cccc([N+](=O)[O-])c1. RXN SMILES: [CH2:6]([CH3:7])[S:8](=[O:9])(=[O:10])[c:11]1[cH:12][cH:13][cH:14][cH:15][cH:16]1.[ClH:17].[K+:1].[O-:2][N+:3]([O-:4])=[O:5]>>[O-:2][N+:3](=[O:5])[c:13]1[cH:12][c:11]([S:8]([CH2:6][CH3:7])(=[O:9])=[O:10])[cH:16][cH:15][cH:14]1.